describe an organic reaction: reactants, conditions, products, and yield From a dataset of the Open Reaction Database (ORD), a public repository of structured organic reaction records. Starting materials: CC(=O)c1ccc(OCCCOc2cccc([N+](=O)[O-])c2C#N)c(CCC(F)(F)F)c1O, C1=CCCCC1, CCO. Product: CC(=O)c1ccc(OCCCOc2cccc(N)c2C#N)c(CCC(F)(F)F)c1O. As a reaction SMILES: [C:1]([CH3:2])(=[O:3])[c:4]1[c:5]([OH:32])[c:6]([CH2:26][CH2:27][C:28]([F:29])([F:30])[F:31])[c:7]([O:8][CH2:9][CH2:10][CH2:11][O:12][c:13]2[c:14]([C:15]#[N:16])[c:17]([N+:21]([O-:22])=[O:23])[cH:18][cH:19][cH:20]2)[cH:24][cH:25]1.[CH2:33]1[CH2:34][CH:35]=[CH:36][CH2:37][CH2:38]1.[CH3:39][CH2:40][OH:41]>>[C:1]([CH3:2])(=[O:3])[c:4]1[c:5]([OH:32])[c:6]([CH2:26][CH2:27][C:28]([F:29])([F:30])[F:31])[c:7]([O:8][CH2:9][CH2:10][CH2:11][O:12][c:13]2[c:14]([C:15]#[N:16])[c:17]([NH2:21])[cH:18][cH:19][cH:20]2)[cH:24][cH:25]1. Starting materials: CC(C)(C)c1cc(NC(=O)NCc2ccc([N+](=O)[O-])cc2)cc(C(C)(C)C)c1O, CCO, CCOC(C)=O. Yields the product CC(C)(C)c1cc(NC(=O)NCc2ccc(N)cc2)cc(C(C)(C)C)c1O. RXN SMILES: [CH3:1][C:2]([CH3:3])([CH3:4])[c:5]1[cH:6][c:7]([NH:16][C:17](=[O:18])[NH:19][CH2:20][c:21]2[cH:22][cH:23][c:24]([N+:27]([O-:28])=[O:29])[cH:25][cH:26]2)[cH:8][c:9]([C:12]([CH3:13])([CH3:14])[CH3:15])[c:10]1[OH:11].[CH3:30][CH2:31][OH:32].[CH3:33][CH2:34][O:35][C:36](=[O:37])[CH3:38]>>[CH3:1][C:2]([CH3:3])([CH3:4])[c:5]1[cH:6][c:7]([NH:16][C:17](=[O:18])[NH:19][CH2:20][c:21]2[cH:22][cH:23][c:24]([NH2:27])[cH:25][cH:26]2)[cH:8][c:9]([C:12]([CH3:13])([CH3:14])[CH3:15])[c:10]1[OH:11].